From a dataset of the Open Reaction Database (ORD), a public repository of structured organic reaction records. describe an organic reaction: reactants, conditions, products, and yield Starting materials: ClC=1C=C2C=CNC2=CC1 (5-chloroindole), C(C(=O)Cl)(=O)Cl (oxalyl chloride). The product is ClC=1C=C2C(=CNC2=CC1)C(C(=O)Cl)=O (2-(5-Chloro-1H-Indol-3-yl)-2-oxo-acetyl chloride). Reported procedure: Combine 5-chloroindole (20 g, 0.13 mole) and dibutyl ether (230 mL) and cool to 5° C. and slowly add the oxalyl chloride (20.08 g, 0.16 mole) over 15 min while maintaining the temperature between 5° C. and 10° C. Warm to room temperature and stir for 1 hour to give a solid. Cool to 5° C. and stir for 15 minutes, collect the solid by filtration, wash with dibutyl ether, and dry under vacuum to give the title compound. As a reaction SMILES: [Cl:1][C:2]1[CH:3]=[C:4]2[C:8](=[CH:9][CH:10]=1)[NH:7][CH:6]=[CH:5]2.[C:11](Cl)(=[O:15])[C:12]([Cl:14])=[O:13]>C(OCCCC)CCC>[Cl:1][C:2]1[CH:3]=[C:4]2[C:8](=[CH:9][CH:10]=1)[NH:7][CH:6]=[C:5]2[C:11](=[O:15])[C:12]([Cl:14])=[O:13]. Run in C(CCC)OCCCC (dibutyl ether). Conditions: time 1 hour. Procedure details: To a solution of N-(6′-methoxy-3,5′-dimethyl-2,3′-bipyridin-6-yl)-1-(3-methoxyphenyl)cyclopropanecarboxamide (41 mg, 0.10 mmol) in acetonitrile (2 mL) was added TMS-Iodide (28.0 μL, 0.20 mmol). The reaction was stirred at 50° C. for 20 min. The reaction solution was diluted with dichloromethane and washed with saturated NaHSO3 (2×), brine, dried over MgSO4 and concentrated. The crude product was dissolved in DMSO (1 mL) and purified by reverse phase HPLC (Gilson, 10-99% CH3CN in water) to yield ... Run in ClCCl (dichloromethane), C(C)#N (acetonitrile). The product is COC=1C=C(C=CC1)C1(CC1)C(=O)NC1=NC(=C(C=C1)C)C1=CNC(C(=C1)C)=O (1-(3-Methoxyphenyl)-N-(5-methyl-6-(5-methyl-6-oxo-1,6-dihydropyridin-3-yl)pyridin-2-yl)cyclopropanecarboxamide). The reactants are COC1=C(C=C(C=N1)C1=NC(=CC=C1C)NC(=O)C1(CC1)C1=CC(=CC=C1)OC)C (N-(6′-methoxy-3,5′-dimethyl-2,3′-bipyridin-6-yl)-1-(3-methoxyphenyl)cyclopropanecarboxamide), [Si](C)(C)(C)I (TMS-Iodide). RXN SMILES: C[O:2][C:3]1[N:8]=[CH:7][C:6]([C:9]2[C:14]([CH3:15])=[CH:13][CH:12]=[C:11]([NH:16][C:17]([C:19]3([C:22]4[CH:27]=[CH:26][CH:25]=[C:24]([O:28][CH3:29])[CH:23]=4)[CH2:21][CH2:20]3)=[O:18])[N:10]=2)=[CH:5][C:4]=1[CH3:30].[Si](I)(C)(C)C>C(#N)C.ClCCl>[CH3:29][O:28][C:24]1[CH:23]=[C:22]([C:19]2([C:17]([NH:16][C:11]3[CH:12]=[CH:13][C:14]([CH3:15])=[C:9]([C:6]4[CH:5]=[C:4]([CH3:30])[C:3](=[O:2])[NH:8][CH:7]=4)[N:10]=3)=[O:18])[CH2:20][CH2:21]2)[CH:27]=[CH:26][CH:25]=1. Conditions: temperature 50 celsius, time 20 minute. Reactants: CCCC[Sn](CCCC)(CCCC)c1ccnn1C, COC(=O)c1cc(I)c(C(F)F)cc1N, C1COCCO1, Cl[Pd]Cl, c1ccc(P(c2ccccc2)c2ccccc2)cc1, c1ccc(P(c2ccccc2)c2ccccc2)cc1. Yields the product COC(=O)c1cc(-c2ccnn2C)c(C(F)F)cc1N. RXN SMILES: [CH3:16][n:17]1[n:18][cH:19][cH:20][c:21]1[Sn:22]([CH2:23][CH2:24][CH2:25][CH3:26])([CH2:27][CH2:28][CH2:29][CH3:30])[CH2:31][CH2:32][CH2:33][CH3:34].[CH3:1][O:2][C:3]([c:4]1[c:5]([NH2:14])[cH:6][c:7]([CH:11]([F:12])[F:13])[c:8]([I:10])[cH:9]1)=[O:15].[O:35]1[CH2:36][CH2:37][O:38][CH2:39][CH2:40]1.[Pd:41]([Cl:42])[Cl:43].[c:44]1([P:45]([c:46]2[cH:47][cH:48][cH:49][cH:50][cH:51]2)[c:52]2[cH:53][cH:54][cH:55][cH:56][cH:57]2)[cH:58][cH:59][cH:60][cH:61][cH:62]1.[c:63]1([P:64]([c:65]2[cH:66][cH:67][cH:68][cH:69][cH:70]2)[c:71]2[cH:72][cH:73][cH:74][cH:75][cH:76]2)[cH:77][cH:78][cH:79][cH:80][cH:81]1>>[CH3:1][O:2][C:3]([c:4]1[c:5]([NH2:14])[cH:6][c:7]([CH:11]([F:12])[F:13])[c:8](-[c:21]2[n:17]([CH3:16])[n:18][cH:19][cH:20]2)[cH:9]1)=[O:15]. The reactants are CC(C)(C)OC(=O)COc1ccc(C2C(SCC(=O)c3ccc4c(c3)OCC4)C(=O)N2c2ccc(F)cc2)cc1, O=CO. The product is O=C(O)COc1ccc(C2C(SCC(=O)c3ccc4c(c3)OCC4)C(=O)N2c2ccc(F)cc2)cc1. RXN SMILES: [C:1]([CH3:2])([CH3:3])([CH3:4])[O:5][C:6]([CH2:7][O:8][c:9]1[cH:10][cH:11][c:12]([CH:15]2[N:16]([c:33]3[cH:34][cH:35][c:36]([F:39])[cH:37][cH:38]3)[C:17](=[O:32])[CH:18]2[S:19][CH2:20][C:21](=[O:22])[c:23]2[cH:24][c:25]3[c:26]([cH:30][cH:31]2)[CH2:27][CH2:28][O:29]3)[cH:13][cH:14]1)=[O:40].[CH:41]([OH:42])=[O:43]>>[O:5]=[C:6]([CH2:7][O:8][c:9]1[cH:10][cH:11][c:12]([CH:15]2[N:16]([c:33]3[cH:34][cH:35][c:36]([F:39])[cH:37][cH:38]3)[C:17](=[O:32])[CH:18]2[S:19][CH2:20][C:21](=[O:22])[c:23]2[cH:24][c:25]3[c:26]([cH:30][cH:31]2)[CH2:27][CH2:28][O:29]3)[cH:13][cH:14]1)[OH:40]. Reactants: CN1C=C(C=C1)C=O (1-methylpyrrole-3-carboxaldehyde), [N+](=O)([O-])C (nitromethane), C(C1=CC=CC=C1)N (benzyl amine), C(C)(=O)O (acetic acid). Solvent: C(C)O (ethanol). Conditions: time 6 hour. The product is CN1C=C(C=C1)C=C[N+](=O)[O-] (1-methyl-3-(2-nitrovinyl)pyrrole). RXN SMILES: [CH3:1][N:2]1[CH:6]=[CH:5][C:4]([CH:7]=O)=[CH:3]1.[N+:9]([CH3:12])([O-:11])=[O:10].C(N)C1C=CC=CC=1.C(O)(=O)C>C(O)C>[CH3:1][N:2]1[CH:6]=[CH:5][C:4]([CH:7]=[CH:12][N+:9]([O-:11])=[O:10])=[CH:3]1. Procedure: A solution of 14.9g (0.137 mole) of 1-methylpyrrole-3-carboxaldehyde, 7.3 ml (0.137 mole) of nitromethane, 2.3 ml (.021 mole) of benzyl amine and 1.2 ml (.021 mole) of acetic acid in 20 ml of absolute ethanol is warmed briefly and stirred for 6 hours. It is then cooled and the precipitated solid is collected, giving as a yellow solid, 1-methyl-3-(2-nitrovinyl)pyrrole; m.p. 90°-92° C. Reactants: BrC1=CC(=C(C=C1)Cl)Cl (4-bromo-1,2-dichlorobenzene), CN(C(C)CC=C)C(=O)OC(C)(C)C (N-methyl-N-(tert-butoxycarbonyl)-4-penten-2-amine). Reagents/catalysts: C(C)(=O)[O-].[Pd+2].C(C)(=O)[O-] (palladium(II) acetate), C1(=C(C=CC=C1)P(C1=C(C=CC=C1)C)C1=C(C=CC=C1)C)C (tri-o-tolylphosphine), C(C)(=O)[O-].[Pd+2].C(C)(=O)[O-] (palladium(II) acetate), C1(=C(C=CC=C1)P(C1=C(C=CC=C1)C)C1=C(C=CC=C1)C)C (tri-o-tolylphosphine). The solvent is CCOC(=O)C.CCCCCC (EtOAc hexane), C(C)#N (acetonitrile), C(C)N(CC)CC (triethylamine), O (water), C(C)#N (acetonitrile), C(C)N(CC)CC (triethylamine). Reaction conditions: temperature 85 celsius, time 40 hour. The product is CN(C(C)C\C=C\C1=CC(=C(C=C1)Cl)Cl)C(=O)OC(C)(C)C ((4E)-N-Methyl-N-(tert-butoxycarbonyl)-5-(3 ,4-dichlorophenyl)-4-penten-2-amine). The yield is 101.6%. As a reaction SMILES: Br[C:2]1[CH:7]=[CH:6][C:5]([Cl:8])=[C:4]([Cl:9])[CH:3]=1.[CH3:10][N:11]([C:17]([O:19][C:20]([CH3:23])([CH3:22])[CH3:21])=[O:18])[CH:12]([CH2:14][CH:15]=[CH2:16])[CH3:13]>O.C([O-])(=O)C.[Pd+2].C([O-])(=O)C.C1(C)C=CC=CC=1P(C1C=CC=CC=1C)C1C=CC=CC=1C.C(#N)C.C(N(CC)CC)C.CCOC(C)=O.CCCCCC>[CH3:10][N:11]([C:17]([O:19][C:20]([CH3:21])([CH3:23])[CH3:22])=[O:18])[CH:12]([CH2:14]/[CH:15]=[CH:16]/[C:2]1[CH:7]=[CH:6][C:5]([Cl:8])=[C:4]([Cl:9])[CH:3]=1)[CH3:13] |f:3.4.5,9.10|. Reported procedure: Under a nitrogen atmosphere, a mixture of 4-bromo-1,2-dichlorobenzene (1.81 g, 8.03 mmol), N-methyl-N-(tert-butoxycarbonyl)-4-penten-2-amine (1.60 g, 8.03 mmol), prepared as previously described, palladium(II) acetate (18.0 mg, 0.08 mmol), tri-o-tolylphosphine (97.7 mg, 0.32 mmol), triethylamine (2.5 mL, 17.94 mmol) and anhydrous acetonitrile (5 mL) was stirred and heated under reflux at 80-90° C. (oil bath temperature) for 18 h. TLC analysis on silica gel eluting with EtOAc-hexane (3:1, v/v) in...